Dataset: the Open Reaction Database (ORD), a public repository of structured organic reaction records. Task: describe an organic reaction: reactants, conditions, products, and yield The reactants are COC=1C=C2C(=NC1)N(C=C2B2OC(C(O2)(C)C)(C)C)S(=O)(=O)C2=CC=CC=C2 (5-methoxy-1-(phenylsulfonyl)-3-(4,4,5,5-tetramethyl-1,3,2-dioxaborolan-2-yl)-1H-pyrrolo[2,3-b]pyridine), ClC1=NC(=CC(=C1)I)Cl (2,6-dichloro-4-iodopyridine), C([O-])([O-])=O.[Na+].[Na+] (sodium carbonate). The reagents and catalysts are Cl[Pd]([P](C1=CC=CC=C1)(C2=CC=CC=C2)C3=CC=CC=C3)([P](C4=CC=CC=C4)(C5=CC=CC=C5)C6=CC=CC=C6)Cl (dichlorobis(triphenylphosphine)palladium(II)). The solvent is C(OC)COC.CCO.O (dimethoxyethane EtOH water), O (water). Conditions: temperature 80 celsius. Yields the product ClC1=NC(=CC(=C1)C1=CN(C2=NC=C(C=C21)OC)S(=O)(=O)C2=CC=CC=C2)Cl (3-(2,6-dichloropyridin-4-yl)-5-methoxy-1-(phenylsulfonyl)-1H-pyrrolo[2,3-b]pyridine). Yield: 56.0%. RXN SMILES: [CH3:1][O:2][C:3]1[CH:4]=[C:5]2[C:11](B3OC(C)(C)C(C)(C)O3)=[CH:10][N:9]([S:21]([C:24]3[CH:29]=[CH:28][CH:27]=[CH:26][CH:25]=3)(=[O:23])=[O:22])[C:6]2=[N:7][CH:8]=1.[Cl:30][C:31]1[CH:36]=[C:35](I)[CH:34]=[C:33]([Cl:38])[N:32]=1.C(=O)([O-])[O-].[Na+].[Na+]>C(COC)OC.CCO.O.O.Cl[Pd](Cl)([P](C1C=CC=CC=1)(C1C=CC=CC=1)C1C=CC=CC=1)[P](C1C=CC=CC=1)(C1C=CC=CC=1)C1C=CC=CC=1>[Cl:30][C:31]1[CH:36]=[C:35]([C:11]2[C:5]3[C:6](=[N:7][CH:8]=[C:3]([O:2][CH3:1])[CH:4]=3)[N:9]([S:21]([C:24]3[CH:25]=[CH:26][CH:27]=[CH:28][CH:29]=3)(=[O:23])=[O:22])[CH:10]=2)[CH:34]=[C:33]([Cl:38])[N:32]=1 |f:2.3.4,5.6.7,^1:58,77|. Reported procedure: A suspension of Example 149c (0.150 g, 0.362 mmol), 2,6-dichloro-4-iodopyridine (0.099 g, 0.362 mmol), dichlorobis(triphenylphosphine)palladium(II) (10.17 mg, 0.014 mmol) and 1M sodium carbonate (0.290 mL, 0.290 mmol) in dimethoxyethane/EtOH/water (7:2:3, 2.5 mL) was degassed and heated at 80° C. overnight. After cooling, the suspension was diluted with water and extracted with EtOAc (2×). The suspension in the aq. layer was filtered, washed with water, and dried to give 88.0 mg of the title com... Starting materials: CC(C)(C)OC(=O)N1C2CCC(C2)C1CN, C1CCOC1, CCN(C(C)C)C(C)C, CCOC(=O)C(F)(F)F. Product: CC(C)(C)OC(=O)N1C2CCC(C2)C1CNC(=O)C(F)(F)F. As a reaction SMILES: [C:10]([CH3:11])([CH3:12])([CH3:13])[O:14][C:15](=[O:16])[N:17]1[CH:18]2[CH2:19][CH2:20][CH:21]([CH:22]1[CH2:23][NH2:24])[CH2:25]2.[CH2:35]1[O:36][CH2:37][CH2:38][CH2:39]1.[CH:26]([N:27]([CH2:28][CH3:29])[CH:30]([CH3:31])[CH3:32])([CH3:33])[CH3:34].[F:1][C:2]([C:3]([O:5][CH2:4][CH3:6])=[O:7])([F:8])[F:9]>>[F:1][C:2]([C:3](=[O:5])[NH:24][CH2:23][CH:22]1[N:17]([C:15]([O:14][C:10]([CH3:11])([CH3:12])[CH3:13])=[O:16])[CH:18]2[CH2:19][CH2:20][CH:21]1[CH2:25]2)([F:8])[F:9].